From a dataset of the Open Reaction Database (ORD), a public repository of structured organic reaction records. describe an organic reaction: reactants, conditions, products, and yield Starting materials: Cl.C1(CCCCC1)NC1CCCCC1 (dicyclohexylamine hydrochloride), CC(=O)OCC1=C(N2[C@@H]([C@@H](C2=O)NC(=O)CCC[C@H](C(=O)O)N)SC1)C(=O)O (cephalosporin C). Run in O (water). The product is C1(CCCCC1)NC1CCCCC1 (dicyclohexylamine). Reaction SMILES: Cl.[CH:2]1([NH:8][CH:9]2[CH2:14][CH2:13][CH2:12][CH2:11][CH2:10]2)[CH2:7][CH2:6][CH2:5][CH2:4][CH2:3]1.CC(OCC1CS[C@@H]2[C@H](NC(CCC[C@@H](N)C(O)=O)=O)C(=O)N2C=1C(O)=O)=O>O>[CH:9]1([NH:8][CH:2]2[CH2:3][CH2:4][CH2:5][CH2:6][CH2:7]2)[CH2:10][CH2:11][CH2:12][CH2:13][CH2:14]1 |f:0.1|. Reported procedure: Concentration in vacuo or at atmospheric pressure of the mother liquors leaves a post residue consisting of essentially dicyclohexylamine hydrochloride, water and unreacted or decomposed cephalosporin C by-products. Basification of the pH to about 9 with sodium hydroxide, followed by physical separation of the two layers produces essentially pure dicyclohexylamine in about 85-95% recofery of theory. Reactants: CC1(OC2=CC=C(C=C2CC1)C=O)C (2,2-Dimethyl-6-formylchromane), ClC=1C=C2CC(NC2=CC1)=O (5-chloro-2-oxindole). The product is ClC=1C=C2C(C(NC2=CC1)=O)=CC=1C=C2CCC(OC2=CC1)(C)C (5-Chloro-3-(2,2-dimethylchroman-6-ylmethylene)-1,3-dihydroindol-2-one). Reaction SMILES: [CH3:1][C:2]1([CH3:14])[CH2:11][CH2:10][C:9]2[C:4](=[CH:5][CH:6]=[C:7]([CH:12]=O)[CH:8]=2)[O:3]1.[Cl:15][C:16]1[CH:17]=[C:18]2[C:22](=[CH:23][CH:24]=1)[NH:21][C:20](=[O:25])[CH2:19]2>>[Cl:15][C:16]1[CH:17]=[C:18]2[C:22](=[CH:23][CH:24]=1)[NH:21][C:20](=[O:25])[C:19]2=[CH:12][C:7]1[CH:8]=[C:9]2[C:4](=[CH:5][CH:6]=1)[O:3][C:2]([CH3:14])([CH3:1])[CH2:11][CH2:10]2. Procedure details: 2,2-Dimethyl-6-formylchromane was condensed with 5-chloro-2-oxindole to give 0.3 g of 5-Chloro-3-(2,2-dimethylchroman-6-ylmethylene)-1,3-dihydroindol-2-one as a yellow-orange solid. Starting materials: C([O-])([O-])=O.[K+].[K+] (potassium carbonate), COC=1C=C(C=CC1)C1NCCC1 (2-(3-methoxyphenyl)pyrrolidine), ICC (iodoethane). Solvent: C(C)#N (acetonitrile). Conditions: temperature 100 celsius, time 7 hour. Yields the product C(C)N1C(CCC1)C=1C=C(C=CC1)O (3-[1-ethyl-2-pyrrolidinyl]phenol). Isolated yield 26.0%. Reaction SMILES: C[O:2][C:3]1[CH:4]=[C:5]([CH:9]2[CH2:13][CH2:12][CH2:11][NH:10]2)[CH:6]=[CH:7][CH:8]=1.C(=O)([O-])[O-].[K+].[K+].I[CH2:21][CH3:22]>C(#N)C>[CH2:21]([N:10]1[CH2:11][CH2:12][CH2:13][CH:9]1[C:5]1[CH:4]=[C:3]([OH:2])[CH:8]=[CH:7][CH:6]=1)[CH3:22] |f:1.2.3|. Procedure: To a solution of 2-(3-methoxyphenyl)pyrrolidine (3.5 g) in dry acetonitrile (60 ml) was added milled potassium carbonate (4.1 g), followed by iodoethane (1.3 ml) at ambient temperature, under nitrogen, with stirring for 7 hrs. The reaction mixture was filtered through a pad of celite and the filter cake was washed with ethyl acetate. The combined filtrates were concentrated and the residue was diluted with 48% hydrobromic acid (30 ml) and warmed at 100° C. for 3.5 hrs. Upon cooling to ambient te... Reported procedure: 10 g (49 mmol) 5-butyryl-2-indolinone (Ex. I.2) in 200 ml acetic anhydride are stirred for 5 h at 130° C. Then 35 ml triethyl orthobenzoate are added and the mixture is stirred for a further 4 h at 100° C. It is then evaporated down and the resulting precipitate is suction filtered, washed and dried. Yields the product C(C)(=O)N1C(C(C2=CC(=CC=C12)C(CCC)=O)=C(C1=CC=CC=C1)OCC)=O (1-acetyl-5-butyryl-3-(ethoxy-phenyl-methylidene)-2-indolinone). Run at temperature 100 celsius, time 4 hour. Reactants: C(CCC)(=O)C=1C=C2CC(NC2=CC1)=O (5-butyryl-2-indolinone), C(C)(=O)OC(C)=O (acetic anhydride), CCOC(C1=CC=CC=C1)(OCC)OCC (triethyl orthobenzoate). RXN SMILES: [C:1]([C:6]1[CH:7]=[C:8]2[C:12](=[CH:13][CH:14]=1)[NH:11][C:10](=[O:15])[CH2:9]2)(=[O:5])[CH2:2][CH2:3][CH3:4].[CH3:16][CH2:17][O:18][C:19](OCC)(OCC)[C:20]1[CH:25]=[CH:24][CH:23]=[CH:22][CH:21]=1.[C:32](OC(=O)C)(=[O:34])[CH3:33]>>[C:32]([N:11]1[C:12]2[C:8](=[CH:7][C:6]([C:1](=[O:5])[CH2:2][CH2:3][CH3:4])=[CH:14][CH:13]=2)[C:9](=[C:19]([O:18][CH2:17][CH3:16])[C:20]2[CH:25]=[CH:24][CH:23]=[CH:22][CH:21]=2)[C:10]1=[O:15])(=[O:34])[CH3:33]. The reactants are COCCOC1=CC=C(OC2CNC2)C=C1 (3-[4-(2-Methoxy-ethoxy)-phenoxy]-azetidine), CC(C)(C)[O-].[Na+] (NaOtBu), O1CCOCC1 (1,4-dioxane), BrC1=CC=C(C=C1)[C@H](C)NC(=O)C1=C(N=C(S1)NC(C)=O)C ((S)-2-acetylamino-4-methyl-thiazole-5-carboxylic acid [1-(4-bromo-phenyl)-ethyl]-amide), chloro(2-dicyclohexylphosphino-2′,4′,6′-tri-iso-propyl-1,1′-biphenyl)[2-(2-aminoethyl)phenyl]palladium(II). Solvent: CO (methanol), O (water). Run at temperature 45 celsius, time 12 hour. Yields the product COCCOC1=CC=C(OC2CN(C2)C2=CC=C(C=C2)[C@H](C)NC(=O)C2=C(N=C(S2)NC(C)=O)C)C=C1 ((S)-2-Acetylamino-4-methyl-thiazole-5-carboxylic acid [1-(4-{3-[4-(2-methoxy-ethoxy)-phenoxy]-azetidin-1-yl}-phenyl)-ethyl]-amide). RXN SMILES: [CH3:1][O:2][CH2:3][CH2:4][O:5][C:6]1[CH:16]=[CH:15][C:9]([O:10][CH:11]2[CH2:14][NH:13][CH2:12]2)=[CH:8][CH:7]=1.Br[C:18]1[CH:23]=[CH:22][C:21]([C@@H:24]([NH:26][C:27]([C:29]2[S:33][C:32]([NH:34][C:35](=[O:37])[CH3:36])=[N:31][C:30]=2[CH3:38])=[O:28])[CH3:25])=[CH:20][CH:19]=1.CC([O-])(C)C.[Na+].O1CCOCC1>CO.O>[CH3:1][O:2][CH2:3][CH2:4][O:5][C:6]1[CH:16]=[CH:15][C:9]([O:10][CH:11]2[CH2:14][N:13]([C:18]3[CH:23]=[CH:22][C:21]([C@@H:24]([NH:26][C:27]([C:29]4[S:33][C:32]([NH:34][C:35](=[O:37])[CH3:36])=[N:31][C:30]=4[CH3:38])=[O:28])[CH3:25])=[CH:20][CH:19]=3)[CH2:12]2)=[CH:8][CH:7]=1 |f:2.3|. Reported procedure: 100 mg (0.39 mmol) 3-[4-(2-Methoxy-ethoxy)-phenoxy]-azetidine (IX.4), 165 mg (0.43 mmol) (S)-2-acetylamino-4-methyl-thiazole-5-carboxylic acid [1-(4-bromo-phenyl)-ethyl]-amide (I.6), 45 mg (0.06 mmol) chloro(2-dicyclohexylphosphino-2′,4′,6′-tri-iso-propyl-1,1′-biphenyl)[2-(2-aminoethyl)phenyl]palladium(II) and 150 mg (1.56 mmol) NaOtBu are combined under an argon atmosphere and 1,4-dioxane (4.0 mL) is added. The mixture is stirred for 12 h at 45° C. Some water and methanol are added and the mixt... Starting materials: COC=1C=C(C=C[N+](=O)[O-])C=C(C1)OC (3,5-dimethoxy-beta-nitrostyrene), C=CC=C (butadiene), C1(O)=CC=C(O)C=C1 (hydroquinone). Solvent: C1(=CC=CC=C1)C (toluene). Run at temperature -78 celsius. Yields the product COC=1C=C(C=C(C1)OC)C1CC=CCC1[N+](=O)[O-] (4-(3,5-Dimethoxyphenyl)-5-Nitrocyclohexene). RXN SMILES: [CH3:1][O:2][C:3]1[CH:4]=[C:5]([CH:11]=[C:12]([O:14][CH3:15])[CH:13]=1)[CH:6]=[CH:7][N+:8]([O-:10])=[O:9].[CH2:16]=[CH:17][CH:18]=[CH2:19].C1(C=CC(O)=CC=1)O>C1(C)C=CC=CC=1>[CH3:1][O:2][C:3]1[CH:4]=[C:5]([CH:6]2[CH:7]([N+:8]([O-:10])=[O:9])[CH2:19][CH:18]=[CH:17][CH2:16]2)[CH:11]=[C:12]([O:14][CH3:15])[CH:13]=1. Procedure details: A stainless steel pressure vessel was charged with 28.6 g. (0.137 mole) 3,5-dimethoxy-beta-nitrostyrene, 20 g. (0.378 mole) butadiene, 40 ml. toluene and a few crystals of hydroquinone. The vessel was cooled to -78° C. under a nitrogen atmosphere and sealed. The sealed vessel was heated at 100° C. for 48 hours, cooled and the reaction mixture concentrated under nitrogen. The residual solid was crystallized from methanol to afford 29.8 g. of title compound, M.P. 80.5°-82° C. J. Org. Chem., 27, 37... The reactants are O=C(Nc1ccc(CBr)c(C(F)(F)F)c1)C(F)(F)F, CC#N, C1CCNCC1, O. Product: O=C(Nc1ccc(CN2CCCCC2)c(C(F)(F)F)c1)C(F)(F)F. RXN SMILES: [Br:1][CH2:2][c:3]1[c:4]([C:16]([F:17])([F:18])[F:19])[cH:5][c:6]([NH:9][C:10]([C:11]([F:12])([F:13])[F:14])=[O:15])[cH:7][cH:8]1.[C:26](#[N:27])[CH3:28].[CH2:20]1[CH2:21][CH2:22][NH:23][CH2:24][CH2:25]1.[OH2:29]>>[CH2:2]([c:3]1[c:4]([C:16]([F:17])([F:18])[F:19])[cH:5][c:6]([NH:9][C:10]([C:11]([F:12])([F:13])[F:14])=[O:15])[cH:7][cH:8]1)[N:23]1[CH2:22][CH2:21][CH2:20][CH2:25][CH2:24]1.